Dataset: the Open Reaction Database (ORD), a public repository of structured organic reaction records. Task: describe an organic reaction: reactants, conditions, products, and yield Reactants: C1(CCCC1)CCC(=O)N=C=S (3-Cyclopentylpropanoyl isothiocyanate), C1(CCCC1)CCC(=O)Cl (3-cyclopentylpropanoyl chloride), COC=1C=C2C(=CC=NC2=CC1OC)OC1=C(C=C(N)C=C1)F (4-[(6,7-Dimethoxy-4-quinolyl)oxy]-3-fluoroaniline), C1(=CC=CC=C1)C (toluene). The solvent is C(C)O (ethanol), C(C)O (ethanol). Run at time 2 hour. Yields the product C1(CCCC1)CCC(=O)N=C=S (3-Cyclopentylpropanoyl isothiocyanate), C1(CCCC1)CCC(=O)NC(=S)NC1=CC(=C(C=C1)OC1=CC=NC2=CC(=C(C=C12)OC)OC)F (N-(3-Cyclopentylpropanoyl)-N′-{4-[(6,7-dimethoxy-4-quinolyl)oxy]-3-fluorophenyl}thiourea). Yield: 88.0%. RXN SMILES: C1(CCC(Cl)=O)CCCC1.[CH:11]1([CH2:16][CH2:17][C:18]([N:20]=[C:21]=[S:22])=[O:19])[CH2:15][CH2:14][CH2:13][CH2:12]1.[CH3:23][O:24][C:25]1[CH:26]=[C:27]2[C:32](=[CH:33][C:34]=1[O:35][CH3:36])[N:31]=[CH:30][CH:29]=[C:28]2[O:37][C:38]1[CH:44]=[CH:43][C:41]([NH2:42])=[CH:40][C:39]=1[F:45].C1(C)C=CC=CC=1>C(O)C>[CH:11]1([CH2:16][CH2:17][C:18]([N:20]=[C:21]=[S:22])=[O:19])[CH2:12][CH2:13][CH2:14][CH2:15]1.[CH:11]1([CH2:16][CH2:17][C:18]([NH:20][C:21]([NH:42][C:41]2[CH:43]=[CH:44][C:38]([O:37][C:28]3[C:27]4[C:32](=[CH:33][C:34]([O:35][CH3:36])=[C:25]([O:24][CH3:23])[CH:26]=4)[N:31]=[CH:30][CH:29]=3)=[C:39]([F:45])[CH:40]=2)=[S:22])=[O:19])[CH2:12][CH2:13][CH2:14][CH2:15]1. Procedure: 3-Cyclopentylpropanoyl isothiocyanate was prepared using commercially available 3-cyclopentylpropanoyl chloride (80 mg) as a starting compound according to the description of the literature. 3-Cyclopentylpropanoyl isothiocyanate was dissolved in ethanol (1 ml) to prepare a solution. 4-[(6,7-Dimethoxy-4-quinolyl)oxy]-3-fluoroaniline (50 mg), toluene (5 ml), and ethanol (1 ml) were added to the solution, and the mixture was stirred at room temperature for 2 hr. The reaction solution was concentrat... Starting materials: CC(Br)C(=O)N(C)C#N, O=C([O-])[O-], CC#N, Oc1ccc(Oc2ncc(Cl)cc2F)cc1, [I-], [K+], [K+], [K+]. Product: CC(Oc1ccc(Oc2ncc(Cl)cc2F)cc1)C(=O)N(C)C#N. RXN SMILES: [C:17](#[N:18])[N:19]([C:20]([CH:21]([CH3:22])[Br:23])=[O:24])[CH3:25].[C:26](=[O:27])([O-:28])[O-:29].[CH3:34][C:35]#[N:36].[Cl:1][c:2]1[cH:3][c:4]([F:16])[c:5]([O:8][c:9]2[cH:10][cH:11][c:12]([OH:15])[cH:13][cH:14]2)[n:6][cH:7]1.[I-:33].[K+:30].[K+:31].[K+:32]>>[Cl:1][c:2]1[cH:3][c:4]([F:16])[c:5]([O:8][c:9]2[cH:10][cH:11][c:12]([O:15][CH:21]([C:20]([N:19]([C:17]#[N:18])[CH3:25])=[O:24])[CH3:22])[cH:13][cH:14]2)[n:6][cH:7]1. Starting materials: O=C1OC(=O)C2=C1CCCC2, CC(=O)O, Nc1ccc(F)cc1F. Yields the product O=C1C2=C(CCCC2)C(=O)N1c1ccc(F)cc1F. RXN SMILES: [C:1]1(=[O:11])[C:2]2=[C:3]([C:4](=[O:5])[O:6]1)[CH2:7][CH2:8][CH2:9][CH2:10]2.[CH3:21][C:22](=[O:23])[OH:24].[F:12][c:13]1[c:14]([NH2:15])[cH:16][cH:17][c:18]([F:20])[cH:19]1>>[C:1]1(=[O:11])[C:2]2=[C:3]([C:4](=[O:6])[N:15]1[c:14]1[c:13]([F:12])[cH:19][c:18]([F:20])[cH:17][cH:16]1)[CH2:7][CH2:8][CH2:9][CH2:10]2. Reactants: CC(=O)O, NC1c2ccsc2-c2c(C(=O)O)cc(-c3ccccc3)c(=O)n21, O, [Zn]. Yields the product O=C(O)c1cc(-c2ccccc2)c(=O)n2c1-c1sccc1C2. As a reaction SMILES: [CH3:25][C:26](=[O:27])[OH:28].[NH2:1][CH:2]1[c:3]2[c:4]([s:21][cH:22][cH:23]2)-[c:5]2[n:6]1[c:7](=[O:20])[c:8](-[c:14]1[cH:15][cH:16][cH:17][cH:18][cH:19]1)[cH:9][c:10]2[C:11](=[O:12])[OH:13].[OH2:24].[Zn:29]>>[CH2:2]1[c:3]2[c:4]([s:21][cH:22][cH:23]2)-[c:5]2[n:6]1[c:7](=[O:20])[c:8](-[c:14]1[cH:15][cH:16][cH:17][cH:18][cH:19]1)[cH:9][c:10]2[C:11](=[O:12])[OH:13]. Starting materials: CC(C)(C)OC(=O)N1Cc2cc(N3Cc4cccc(NCc5ccc6ncccc6c5)c4C3=O)ccc2C(C)(C)C1, ClCCl, O=C(O)C(F)(F)F. Yields the product CC1(C)CNCc2cc(N3Cc4cccc(NCc5ccc6ncccc6c5)c4C3=O)ccc21. RXN SMILES: [C:1]([O:2][C:3](=[O:4])[N:8]1[CH2:9][c:10]2[cH:11][c:12]([N:20]3[C:21](=[O:41])[c:22]4[c:23]([NH:29][CH2:30][c:31]5[cH:32][c:33]6[cH:34][cH:35][cH:36][n:37][c:38]6[cH:39][cH:40]5)[cH:24][cH:25][cH:26][c:27]4[CH2:28]3)[cH:13][cH:14][c:15]2[C:16]([CH3:18])([CH3:19])[CH2:17]1)([CH3:5])([CH3:6])[CH3:7].[Cl:49][CH2:50][Cl:51].[F:42][C:43]([F:44])([F:45])[C:46]([OH:47])=[O:48]>>[NH:8]1[CH2:9][c:10]2[cH:11][c:12]([N:20]3[C:21](=[O:41])[c:22]4[c:23]([NH:29][CH2:30][c:31]5[cH:32][c:33]6[cH:34][cH:35][cH:36][n:37][c:38]6[cH:39][cH:40]5)[cH:24][cH:25][cH:26][c:27]4[CH2:28]3)[cH:13][cH:14][c:15]2[C:16]([CH3:18])([CH3:19])[CH2:17]1. Reported procedure: The title compound was prepared by the method of Preparation 4b using (R)-6-(6-chloropyridine-3-sulfonyl)-1-(4-fluorophenyl)-1,4,5,6,7,8-hexahydro-1,2,6-triazacyclopenta[b]na-phthalene-4a-carboxylic acid methyl ester and azetidine. LCMS (Method B): 524 (M+H)+, Retention time 3.5 minutes. The product is COC(=O)[C@@]12CC3=C(C=C2CCN(C1)S(=O)(=O)C=1C=NC(=CC1)N1CCC1)N(N=C3)C3=CC=C(C=C3)F ((R)-6-(6-Azetidin-1-yl-pyridine-3-sulfonyl)-1-(4-fluorophenyl)-1,4,5,6,7,8-hexahydro-1,2,6-triaza-cyclopenta[b]naphthalene-4a-carboxylic acid methyl ester). As a reaction SMILES: [CH3:1][O:2][C:3]([C@@:5]12[CH2:14][N:13]([S:15]([C:18]3[CH:19]=[N:20][C:21](Cl)=[CH:22][CH:23]=3)(=[O:17])=[O:16])[CH2:12][CH2:11][C:10]1=[CH:9][C:8]1[N:25]([C:28]3[CH:33]=[CH:32][C:31]([F:34])=[CH:30][CH:29]=3)[N:26]=[CH:27][C:7]=1[CH2:6]2)=[O:4].[NH:35]1[CH2:38][CH2:37][CH2:36]1>>[CH3:1][O:2][C:3]([C@@:5]12[CH2:14][N:13]([S:15]([C:18]3[CH:19]=[N:20][C:21]([N:35]4[CH2:38][CH2:37][CH2:36]4)=[CH:22][CH:23]=3)(=[O:17])=[O:16])[CH2:12][CH2:11][C:10]1=[CH:9][C:8]1[N:25]([C:28]3[CH:33]=[CH:32][C:31]([F:34])=[CH:30][CH:29]=3)[N:26]=[CH:27][C:7]=1[CH2:6]2)=[O:4]. Reactants: 4b, COC(=O)[C@@]12CC3=C(C=C2CCN(C1)S(=O)(=O)C=1C=NC(=CC1)Cl)N(N=C3)C3=CC=C(C=C3)F ((R)-6-(6-chloropyridine-3-sulfonyl)-1-(4-fluorophenyl)-1,4,5,6,7,8-hexahydro-1,2,6-triazacyclopenta[b]na-phthalene-4a-carboxylic acid methyl ester), N1CCC1 (azetidine). Reactants: OC[C@H](CC(C)C)NC(=O)C1=NC(=C(N=C1)N1CCCC1)OCCC (6-Propoxy-5-pyrrolidin-1-yl-pyrazine-2-carboxylic acid ((S)-1-hydroxymethyl-3-methyl-butyl)-amide), title compounds, C1(CCCCC1)NC=1N=CC(=NC1OCC(C)(C)C)C(=O)O (5-cyclohexylamino-6-(2,2-dimethyl-propoxy)-pyrazine-2-carboxylic acid), COC(C(CC)(CC)N)=O (2-amino-2-ethyl-butyric acid methyl ester). Yields the product COC(C(CC)(CC)NC(=O)C1=NC(=C(N=C1)NC1CCCCC1)OCC(C)(C)C)=O (2-{[5-Cyclohexylamino-6-(2,2-dimethyl-propoxy)-pyrazine-2-carbonyl]-amino}-2-ethyl-butyric acid methyl ester). RXN SMILES: OC[C@@H](NC(C1C=NC(N2CCCC2)=C(OCCC)N=1)=O)CC(C)C.[CH:26]1([NH:32][C:33]2[N:34]=[CH:35][C:36]([C:45]([OH:47])=O)=[N:37][C:38]=2[O:39][CH2:40][C:41]([CH3:44])([CH3:43])[CH3:42])[CH2:31][CH2:30][CH2:29][CH2:28][CH2:27]1.[CH3:48][O:49][C:50](=[O:57])[C:51]([NH2:56])([CH2:54][CH3:55])[CH2:52][CH3:53]>>[CH3:48][O:49][C:50](=[O:57])[C:51]([NH:56][C:45]([C:36]1[CH:35]=[N:34][C:33]([NH:32][CH:26]2[CH2:27][CH2:28][CH2:29][CH2:30][CH2:31]2)=[C:38]([O:39][CH2:40][C:41]([CH3:44])([CH3:43])[CH3:42])[N:37]=1)=[O:47])([CH2:54][CH3:55])[CH2:52][CH3:53]. Procedure details: In analogy to the procedure described for the synthesis of 6-propoxy-5-pyrrolidin-1-yl-pyrazine-2-carboxylic acid ((S)-1-hydroxymethyl-3-methyl-butyl)-amide (example 10, step d) the title compounds was prepared from 5-cyclohexylamino-6-(2,2-dimethyl-propoxy)-pyrazine-2-carboxylic acid and 2-amino-2-ethyl-butyric acid methyl ester (European Journal of Medicinal Chemistry 1984, 19, 261). m/z (ES+): 435.4 (M+H). Starting materials: O=C1OC(OC(=O)c2cccnc2Cl)c2ccccc21, Nc1cccc(C(F)(F)F)c1, Cc1ccccc1C. The product is O=C1OC(OC(=O)c2cccnc2Nc2cccc(C(F)(F)F)c2)c2ccccc21. RXN SMILES: [Cl:12][c:13]1[n:14][cH:15][cH:16][cH:17][c:18]1[C:19](=[O:20])[O:21][CH:22]1[O:23][C:24](=[O:25])[c:26]2[cH:27][cH:28][cH:29][cH:30][c:31]21.[F:1][C:2]([c:3]1[cH:4][c:5]([NH2:6])[cH:7][cH:8][cH:9]1)([F:10])[F:11].[c:32]1([CH3:33])[c:34]([CH3:35])[cH:36][cH:37][cH:38][cH:39]1>>[F:1][C:2]([c:3]1[cH:4][c:5]([NH:6][c:13]2[n:14][cH:15][cH:16][cH:17][c:18]2[C:19](=[O:20])[O:21][CH:22]2[O:23][C:24](=[O:25])[c:26]3[cH:27][cH:28][cH:29][cH:30][c:31]32)[cH:7][cH:8][cH:9]1)([F:10])[F:11]. Starting materials: FC1=C(O)C=CC(=C1O)F (2,4-difluororesorcinol), FC1=C(O)C=CC(=C1O)F (2,4-difluororesorcinol), C(CCCCCCCCCCCCCCCCC)(=O)CC(=O)OCC (ethyl stearoylacetate). Procedure details: A mixture of 2,4-difluororesorcinol (Compound 4, 0.15 g, 1.0 mmol) and ethyl stearoylacetate (354 mg, 1.03 mmol) in methanesulfonic acid (4 mL) is stirred at room temperature overnight. The reaction mixture is partitioned between ethyl acetate and water. The ethyl acetate layer is washed with brine (1×) and dried over sodium sulfate, then concentrated to 0.67 g of a pale brown solid, which is purified by silica gel chromatography to give 49 mg of Compound 30 as a colorless powder: Rf =0.64 (EtOA... Product: FC=1C=C2C(=CC(OC2=C(C1O)F)=O)CCCCCCCCCCCCCCCCC (6,8-difluoro-4-heptadecyl-7-hydroxycoumarin). Conditions: time 8 hour. Reaction SMILES: [F:1][C:2]1[C:8]([OH:9])=[C:7]([F:10])[CH:6]=[CH:5][C:3]=1[OH:4].[C:11]([CH2:30][C:31](OCC)=[O:32])(=O)[CH2:12][CH2:13][CH2:14][CH2:15][CH2:16][CH2:17][CH2:18][CH2:19][CH2:20][CH2:21][CH2:22][CH2:23][CH2:24][CH2:25][CH2:26][CH2:27][CH3:28]>CS(O)(=O)=O>[F:10][C:7]1[CH:6]=[C:5]2[C:3](=[C:2]([F:1])[C:8]=1[OH:9])[O:4][C:31](=[O:32])[CH:30]=[C:11]2[CH2:12][CH2:13][CH2:14][CH2:15][CH2:16][CH2:17][CH2:18][CH2:19][CH2:20][CH2:21][CH2:22][CH2:23][CH2:24][CH2:25][CH2:26][CH2:27][CH3:28]. Yield: 11.2%. Solvent: CS(=O)(=O)O (methanesulfonic acid).